From a dataset of the Open Reaction Database (ORD), a public repository of structured organic reaction records. describe an organic reaction: reactants, conditions, products, and yield The reactants are [Li]CCCC (n-BuLi), BrC1=NC=CC=C1 (2-bromopyridine), C1CCOC1 (THF), [Si](C1=CC=CC=C1)(C1=CC=CC=C1)(C(C)(C)C)OCCC(=O)C1=CC=CC=C1 (3-(tert-butyldiphenylsilyloxy)propiophenone), C1(=CC=CC=C1)O (PHENOL), C1CCOC1 (THF). Reaction conditions: temperature 0 celsius, time 40 minute. Yields the product OC(CC)(C1=NC=CC=C1)C=1C=C(C=CC1)O[Si](C1=CC=CC=C1)(C1=CC=CC=C1)C(C)(C)C (3-[1-Hydroxy-1-(pyridin-2-yl)propyl](O-tert-butyldiphenylsilyl)phenol). Yield: 94.0%. Reaction SMILES: [Li]CCCC.Br[C:7]1[CH:12]=[CH:11][CH:10]=[CH:9][N:8]=1.[Si:13]([O:30]CCC(C1C=CC=CC=1)=O)([C:26]([CH3:29])([CH3:28])[CH3:27])([C:20]1[CH:25]=[CH:24][CH:23]=[CH:22][CH:21]=1)[C:14]1[CH:19]=[CH:18][CH:17]=[CH:16][CH:15]=1.[C:41]1(O)[CH:46]=[CH:45][CH:44]=[CH:43][CH:42]=1.[CH2:48]1C[O:51][CH2:50][CH2:49]1>>[OH:51][C:50]([C:41]1[CH:42]=[C:43]([O:30][Si:13]([C:26]([CH3:27])([CH3:29])[CH3:28])([C:20]2[CH:25]=[CH:24][CH:23]=[CH:22][CH:21]=2)[C:14]2[CH:15]=[CH:16][CH:17]=[CH:18][CH:19]=2)[CH:44]=[CH:45][CH:46]=1)([C:7]1[CH:12]=[CH:11][CH:10]=[CH:9][N:8]=1)[CH2:49][CH3:48]. Reported procedure: n-BuLi (2.4M in hexane, 674 μL, 1.62 mmol) was added dropwise (15 min.) to 2-bromopyridine (147 μL, 1.54 mmol) in THF (5 mL) at -78° C. and under Ar. The solution was stirred for 40 min. at this temperature. The 3-(tert-butyldiphenylsilyloxy)propiophenone (499 mg, 1.28 mmol) from Phenol 8, Step 3 in THF (2 mL) was then added dropwise (10 min.). The mixture was kept at -78° C. for 30 min. and allowed to warm to 0° C. After 20 min. the reaction was quenched with a saturated NH4Cl solution and extr... Reactants: [Al+3], CC(C)COC(=O)c1ccc(C(=O)O)c(OCC(C)C)c1, CCOC(=O)CCc1ccccc1OCC(C)C, ClCCl, CN(C)C=O, ClC(Cl)Cl, [Cl-], [Cl-], [Cl-], O=C(Cl)C(=O)Cl, O. RXN SMILES: [Al+3:29].[CH2:1]([CH:2]([CH3:3])[CH3:4])[O:5][c:6]1[c:7]([C:8](=[O:9])[OH:10])[cH:11][cH:12][c:13]([C:15](=[O:16])[O:17][CH2:18][CH:19]([CH3:20])[CH3:21])[cH:14]1.[CH2:32]([CH:33]([CH3:34])[CH3:35])[O:36][c:37]1[c:38]([CH2:43][CH2:44][C:45](=[O:46])[O:47][CH2:48][CH3:49])[cH:39][cH:40][cH:41][cH:42]1.[CH2:50]([Cl:51])[Cl:52].[CH3:58][N:59]([CH3:60])[CH:61]=[O:62].[CH:54]([Cl:55])([Cl:56])[Cl:57].[Cl-:28].[Cl-:30].[Cl-:31].[Cl:22][C:23]([C:24]([Cl:25])=[O:26])=[O:27].[OH2:53]>>[CH2:1]([CH:2]([CH3:3])[CH3:4])[O:5][c:6]1[c:7]([C:8](=[O:10])[c:40]2[cH:39][c:38]([CH2:43][CH2:44][C:45](=[O:46])[O:47][CH2:48][CH3:49])[c:37]([O:36][CH2:32][CH:33]([CH3:34])[CH3:35])[cH:42][cH:41]2)[cH:11][cH:12][c:13]([C:15](=[O:16])[O:17][CH2:18][CH:19]([CH3:20])[CH3:21])[cH:14]1. Yields the product CCOC(=O)CCc1cc(C(=O)c2ccc(C(=O)OCC(C)C)cc2OCC(C)C)ccc1OCC(C)C. Starting materials: Cl.N[C@H]1COC2=C(NC1=O)C=CC=C2 (3(S)-amino-2,3,4,5-tetrahydro-1,5-benzoxazepine-4-one hydrochloride), C(C1=CC=CC=C1)OC(=O)Cl (benzyloxycarbonyl chloride), C(C)(=O)OCC (ethyl acetate). Solvent: O (water). The product is C(C1=CC=CC=C1)OC(=O)N[C@H]1COC2=C(NC1=O)C=CC=C2 (3(S)-benzyloxycarbonylamino-2,3,4,5-tetrahydro-1,5-benzoxazepine-4-one). Reported procedure: To a mixture of 100 ml of ethyl acetate and 50 ml of water is added 1.5 of 3(S)-amino-2,3,4,5-tetrahydro-1,5-benzoxazepine-4-one hydrochloride, and 1.5 ml of benzyloxycarbonyl chloride is added dropwise to the mixture at ice bath temperature with stirring. After stirring for 1 hour, the ethyl acetate layer separated, washed with water, dried over anhydrous magnesium sulfate and concentrated under reduced pressure. To the residue is added ethyl ether and the deposited crystals are collected by fi... Reaction SMILES: C(OCC)(=O)C.Cl.[NH2:8][C@@H:9]1[C:15](=[O:16])[NH:14][C:13]2[CH:17]=[CH:18][CH:19]=[CH:20][C:12]=2[O:11][CH2:10]1.[CH2:21]([O:28][C:29](Cl)=[O:30])[C:22]1[CH:27]=[CH:26][CH:25]=[CH:24][CH:23]=1>O>[CH2:21]([O:28][C:29]([NH:8][C@@H:9]1[C:15](=[O:16])[NH:14][C:13]2[CH:17]=[CH:18][CH:19]=[CH:20][C:12]=2[O:11][CH2:10]1)=[O:30])[C:22]1[CH:27]=[CH:26][CH:25]=[CH:24][CH:23]=1 |f:1.2|. Reactants: ON1C(CCC1=O)=O (N-hydroxysuccinimide), C1(CCCCC1)N=C=NC1CCCCC1 (dicyclohexylcarbodiimide), CC(C)CCC[C@@H](C)[C@H]1CC[C@H]2[C@@H]3CC=C4C[C@H](CC[C@]4(C)[C@H]3CC[C@]12C)OC(=O)NCC(=O)O (N-(cholest-5-en-3β-oxycarbonyl)glycine). Solvent: O1CCOCC1 (dioxane), C(Cl)(Cl)Cl (chloroform). Conditions: time 16 hour. The product is CC(C)CCC[C@@H](C)[C@H]1CC[C@H]2[C@@H]3CC=C4C[C@H](CC[C@]4(C)[C@H]3CC[C@]12C)OC(=O)NCC(=O)ON1C(CCC1=O)=O (succinimidyl N-(cholest5-en-3β-oxycarbonyl)glycinate). Yield: 92.3%. RXN SMILES: [CH3:1][CH:2]([CH2:4][CH2:5][CH2:6][C@H:7]([C@@H:9]1[C@:26]2([CH3:27])[C@H:12]([C@H:13]3[C@H:23]([CH2:24][CH2:25]2)[C@:21]2([CH3:22])[C:16]([CH2:17][C@@H:18]([O:28][C:29]([NH:31][CH2:32][C:33]([OH:35])=[O:34])=[O:30])[CH2:19][CH2:20]2)=[CH:15][CH2:14]3)[CH2:11][CH2:10]1)[CH3:8])[CH3:3].O[N:37]1[C:41](=[O:42])[CH2:40][CH2:39][C:38]1=[O:43].C1(N=C=NC2CCCCC2)CCCCC1>O1CCOCC1.C(Cl)(Cl)Cl>[CH3:3][CH:2]([CH2:4][CH2:5][CH2:6][C@H:7]([C@@H:9]1[C@:26]2([CH3:27])[C@H:12]([C@H:13]3[C@H:23]([CH2:24][CH2:25]2)[C@:21]2([CH3:22])[C:16]([CH2:17][C@@H:18]([O:28][C:29]([NH:31][CH2:32][C:33]([O:35][N:37]4[C:41](=[O:42])[CH2:40][CH2:39][C:38]4=[O:43])=[O:34])=[O:30])[CH2:19][CH2:20]2)=[CH:15][CH2:14]3)[CH2:11][CH2:10]1)[CH3:8])[CH3:1]. Procedure details: To a solution of N-(cholest-5-en-3β-oxycarbonyl)glycine (2.92 g) in a mixture of dioxane (40 ml) and chloroform (6 ml) were added successively N-hydroxysuccinimide (0.69 g) and dicyclohexylcarbodiimide (1.236 g) at 0° C. and the reaction mixture was stood for 16 hours in a refrigerator. The resulting precipitate was collected by filtration and the filtrate was concentrated in vacuo to give succinimidyl N-(cholest5-en-3β-oxycarbonyl)glycinate (3.23 g). Starting materials: CO, N, S=C1CCCCC(CCc2nc3cc(-c4ccccc4)cnc3[nH]2)N1. The product is NC1=NC(CCc2nc3cc(-c4ccccc4)cnc3[nH]2)CCCC1. Reaction SMILES: [CH3:27][OH:28].[NH3:26].[c:1]1(-[c:7]2[cH:8][c:9]3[c:10]([n:11][cH:12]2)[nH:13][c:14]([CH2:16][CH2:17][CH:18]2[CH2:19][CH2:20][CH2:21][CH2:22][C:23](=[S:25])[NH:24]2)[n:15]3)[cH:2][cH:3][cH:4][cH:5][cH:6]1>>[c:1]1(-[c:7]2[cH:8][c:9]3[c:10]([n:11][cH:12]2)[nH:13][c:14]([CH2:16][CH2:17][CH:18]2[CH2:19][CH2:20][CH2:21][CH2:22][C:23]([NH2:26])=[N:24]2)[n:15]3)[cH:2][cH:3][cH:4][cH:5][cH:6]1. Reactants: CO, COC(=O)C(C)(C)CCCC#N, [Li+], C1CCOC1, [OH-], O. The product is CC(C)(CCCC#N)C(=O)O. Reaction SMILES: [CH3:16][OH:17].[CH3:1][O:2][C:3]([C:4]([CH2:5][CH2:6][CH2:7][C:8]#[N:9])([CH3:10])[CH3:11])=[O:12].[Li+:14].[O:18]1[CH2:19][CH2:20][CH2:21][CH2:22]1.[OH-:13].[OH2:15]>>[O:2]=[C:3]([C:4]([CH2:5][CH2:6][CH2:7][C:8]#[N:9])([CH3:10])[CH3:11])[OH:12]. Starting materials: C(C)OC(=O)C=1C=2N=CC=NC2C(=CC1)C1=CC(=CC(=C1)OC)OC (8-(3,5-dimethoxy-phenyl)-quinoxaline-5-carboxylic acid ethyl ester), C(C)N1CCN(CC1)CC=1C=CC(=NC1)N (5-(4-ethyl-piperazin-1-ylmethyl)-pyridin-2-ylamine), O (H2O). The solvent is C1(=CC=CC=C1)C (toluene). Run at time 1 hour. The product is C(C)N1CCN(CC1)CC=1C=CC(=NC1)NC(=O)C=1C=2N=CC=NC2C(=CC1)C1=CC(=CC(=C1)OC)OC (8-(3,5-Dimethoxy-phenyl)-quinoxaline-5-carboxylic acid [5-(4-ethyl-piperazin-1-ylmethyl)-pyridin-2-yl]-amide). The yield is 35.1%. Reaction SMILES: C([O:3][C:4]([C:6]1[C:7]2[N:8]=[CH:9][CH:10]=[N:11][C:12]=2[C:13]([C:16]2[CH:21]=[C:20]([O:22][CH3:23])[CH:19]=[C:18]([O:24][CH3:25])[CH:17]=2)=[CH:14][CH:15]=1)=O)C.[CH2:26]([N:28]1[CH2:33][CH2:32][N:31]([CH2:34][C:35]2[CH:36]=[CH:37][C:38]([NH2:41])=[N:39][CH:40]=2)[CH2:30][CH2:29]1)[CH3:27].O>C1(C)C=CC=CC=1>[CH2:26]([N:28]1[CH2:29][CH2:30][N:31]([CH2:34][C:35]2[CH:36]=[CH:37][C:38]([NH:41][C:4]([C:6]3[C:7]4[N:8]=[CH:9][CH:10]=[N:11][C:12]=4[C:13]([C:16]4[CH:17]=[C:18]([O:24][CH3:25])[CH:19]=[C:20]([O:22][CH3:23])[CH:21]=4)=[CH:14][CH:15]=3)=[O:3])=[N:39][CH:40]=2)[CH2:32][CH2:33]1)[CH3:27]. Procedure details: 8-(3,5-dimethoxy-phenyl)-quinoxaline-5-carboxylic acid ethyl ester (Step 115.1) (100 mg, 0.30 mmol) and 5-(4-ethyl-piperazin-1-ylmethyl)-pyridin-2-ylamine (Step 26.1; purified by column chromatography) (78 mg, 0.36 mmol, 1.2 equiv) in toluene (2 mL). The reaction mixture was stirred for 1 h at rt, heated to reflux, stirred for 3 h, allowed to cool, poured onto EtOAc and H2O, and filtered through a pad of celite. The filtrate was extracted with EtOAc. The organic phase was washed with H2O and bri... Reactants: C1(CCCCC1)CC(=O)OC (methyl cyclohexylacetate), ClCCCI (1-chloro-3-iodopropane), C(CCC)[Li] (n-Butyl lithium), C(C)(C)NC(C)C (diisopropylamine). The solvent is C(C)(=O)OCC (ethyl acetate), O (Water), C1CCOC1 (THF), C1CCOC1 (THF). Run at temperature -78 celsius, time 10 minute. The product is ClCCCC(C(=O)OC)C1CCCCC1 (methyl 5-chloro-2-cyclohexyl-valerate). Reaction SMILES: C([Li])CCC.C(NC(C)C)(C)C.[CH:13]1([CH2:19][C:20]([O:22][CH3:23])=[O:21])[CH2:18][CH2:17][CH2:16][CH2:15][CH2:14]1.[Cl:24][CH2:25][CH2:26][CH2:27]I>C1COCC1.C(OCC)(=O)C.O>[Cl:24][CH2:25][CH2:26][CH2:27][CH:19]([CH:13]1[CH2:18][CH2:17][CH2:16][CH2:15][CH2:14]1)[C:20]([O:22][CH3:23])=[O:21]. Reported procedure: n-Butyl lithium (2.64 M solution in hexane, 3.8 ml) was added dropwise to a solution of diisopropylamine (1.55 ml) in THF (15 ml) under ice-cooling, and the reaction solution was stirred at the same temperature for 10 minutes. The reaction solution was cooled to −78° C. Then, a solution of methyl cyclohexylacetate (CAS No. 14352-61-5, 500 mg) in THF (3 ml) was added dropwise and the reaction solution was stirred at the same temperature for 30 minutes. Then, 1-chloro-3-iodopropane (CAS No. 6940-7... Starting materials: CN1CCN(CC1)C1=NC(=NC(=C1)N1CC2=CC(=CC=C2CC1C)B1OC(C(O1)(C)C)(C)C)N (4-(4-methylpiperazin-1-yl)-6-[3-methyl-7-(4,4,5,5-tetramethyl-1,3,2-dioxaborolan-2-yl)-3,4-dihydroisoquinolin-2(1H)-yl]pyrimidin-2-amine), BrC=1N=C(SC1)OCC (4-bromo-2-ethoxy-1,3-thiazole). The product is C(C)OC=1SC=C(N1)C1=CC=C2CC(N(CC2=C1)C1=NC(=NC(=C1)N1CCN(CC1)C)N)C (4-[7-(2-Ethoxy-1,3-thiazol-4-yl)-3-methyl-3,4-dihydroisoquinolin-2(1H)-yl]-6-(4-methylpiperazin-1-yl)pyrimidin-2-amine). As a reaction SMILES: [CH3:1][N:2]1[CH2:7][CH2:6][N:5]([C:8]2[CH:13]=[C:12]([N:14]3[CH:23]([CH3:24])[CH2:22][C:21]4[C:16](=[CH:17][C:18](B5OC(C)(C)C(C)(C)O5)=[CH:19][CH:20]=4)[CH2:15]3)[N:11]=[C:10]([NH2:34])[N:9]=2)[CH2:4][CH2:3]1.Br[C:36]1[N:37]=[C:38]([O:41][CH2:42][CH3:43])[S:39][CH:40]=1>>[CH2:42]([O:41][C:38]1[S:39][CH:40]=[C:36]([C:18]2[CH:17]=[C:16]3[C:21]([CH2:22][CH:23]([CH3:24])[N:14]([C:12]4[CH:13]=[C:8]([N:5]5[CH2:4][CH2:3][N:2]([CH3:1])[CH2:7][CH2:6]5)[N:9]=[C:10]([NH2:34])[N:11]=4)[CH2:15]3)=[CH:20][CH:19]=2)[N:37]=1)[CH3:43]. Procedure: This compound was prepared by using procedures analogous to those described for the synthesis of Example 116 starting from 4-(4-methylpiperazin-1-yl)-6-[3-methyl-7-(4,4,5,5-tetramethyl-1,3,2-dioxaborolan-2-yl)-3,4-dihydroisoquinolin-2(1H)-yl]pyrimidin-2-amine and 4-bromo-2-ethoxy-1,3-thiazole (Indofine, Cat. No. 08-932). LCMS (M+H)+: m/z=466.2.